From a dataset of the Open Reaction Database (ORD), a public repository of structured organic reaction records. describe an organic reaction: reactants, conditions, products, and yield Reactants: [N+](#[C-])C1=C(CNC(=O)NC)C=CC=C1 (1-(2-isocyanobenzyl)-3-methylurea), C(#N)CC(=O)O (cyanoacetic acid), CN(C=O)C (N,N-dimethylformamide), CS(=O)(=O)Cl (methanesulfonyl chloride). The solvent is O.C(C)(C)O (water isopropanol), O (water). Product: C(#N)CC(=O)N(C(NCC1=C(C=CC=C1)[N+]#[C-])=O)C (3-(2-cyano-acetyl)-3-methyl-1-(2-isocyanobenzyl)-urea). Isolated yield 68.0%. Reaction SMILES: [N+:1]([C:3]1[CH:14]=[CH:13][CH:12]=[CH:11][C:4]=1[CH2:5][NH:6][C:7]([NH:9][CH3:10])=[O:8])#[C-:2].[C:15]([CH2:17][C:18]([OH:20])=O)#[N:16].CN(C)C=O.CS(Cl)(=O)=O>O.C(O)(C)C.O>[C:15]([CH2:17][C:18]([N:9]([CH3:10])[C:7](=[O:8])[NH:6][CH2:5][C:4]1[CH:11]=[CH:12][CH:13]=[CH:14][C:3]=1[N+:1]#[C-:2])=[O:20])#[N:16] |f:4.5|. Procedure: Under nitrogen atmosphere, 1-(2-isocyanobenzyl)-3-methylurea (98.4 g) and cyanoacetic acid (80.0 g) was added to N,N-dimethylformamide (836 ml). The mixture was stirred at room temperature and methanesulfonyl chloride (72.8 ml) was added dropwise with stirring at this temperature. The mixture was stirred at room temperature for 4 hrs, cooled with water, and water-isopropanol [2:1 (volume ratio), 1670 ml] was added drop wise. The mixture was stirred under water-cooling for 1 hr, and the precipita... Reactants: CC(=CCC1=C(C(=CC=C1)O)O)CCCC(CCCC(CCCC(C)C)C)C (3-(3,7,11,15-Tetramethyl-2-hexadecenyl)-1,2-benzenediol), Cl (hydrochloric acid), O (water). Run in CO (methanol). The product is CC1(OC2=C(C=CC=C2CC1)O)CCCC(CCCC(CCCC(C)C)C)C (2-Methyl-2-(4,8,12-trimethyltridecyl)-8-chromanol). Yield: 79.0%. Reaction SMILES: [CH3:1][C:2]([CH2:13][CH2:14][CH2:15][CH:16]([CH3:28])[CH2:17][CH2:18][CH2:19][CH:20]([CH3:27])[CH2:21][CH2:22][CH2:23][CH:24]([CH3:26])[CH3:25])=[CH:3][CH2:4][C:5]1[CH:10]=[CH:9][CH:8]=[C:7]([OH:11])[C:6]=1[OH:12].Cl.O>CO>[CH3:1][C:2]1([CH2:13][CH2:14][CH2:15][CH:16]([CH3:28])[CH2:17][CH2:18][CH2:19][CH:20]([CH3:27])[CH2:21][CH2:22][CH2:23][CH:24]([CH3:26])[CH3:25])[CH2:3][CH2:4][C:5]2[C:6](=[C:7]([OH:11])[CH:8]=[CH:9][CH:10]=2)[O:12]1. Reported procedure: 3-(3,7,11,15-Tetramethyl-2-hexadecenyl)-1,2-benzenediol (1.00 g; 2.57 mmole) and conc. hydrochloric acid (2.0 ml) in 10 ml of methanol were heated under reflux for 4 hours, then the reaction solution was poured into 100 ml of water and was extracted twice with 50 ml of isopropyl ether. The extract was washed twice with 100 ml of water and once with 100 ml of saturated aqueous solution of sodium chloride, followed by drying it over anhydrous magnesium sulfate, distilling off the solvent and subje... Starting materials: O=C1Cc2cc3c(cc2CCN1)OCO3, COc1ccc(CCN2CCCCC(CCl)C2)cc1OC. The product is COc1ccc(CCN2CCCCC(CN3CCc4cc5c(cc4CC3=O)OCO5)C2)cc1OC, Cl. As a reaction SMILES: [CH2:1]1[O:2][c:3]2[cH:4][c:5]3[c:6]([cH:13][c:14]2[O:15]1)[CH2:7][C:8](=[O:12])[NH:9][CH2:10][CH2:11]3.[CH3:16][O:17][c:18]1[cH:19][c:20]([CH2:26][CH2:27][N:28]2[CH2:29][CH:30]([CH2:35][Cl:36])[CH2:31][CH2:32][CH2:33][CH2:34]2)[cH:21][cH:22][c:23]1[O:24][CH3:25]>>[CH2:1]1[O:2][c:3]2[cH:4][c:5]3[c:6]([cH:13][c:14]2[O:15]1)[CH2:7][C:8](=[O:12])[N:9]([CH2:35][CH:30]1[CH2:29][N:28]([CH2:27][CH2:26][c:20]2[cH:19][c:18]([O:17][CH3:16])[c:23]([O:24][CH3:25])[cH:22][cH:21]2)[CH2:34][CH2:33][CH2:32][CH2:31]1)[CH2:10][CH2:11]3.[ClH:36].